From a dataset of the Open Reaction Database (ORD), a public repository of structured organic reaction records. describe an organic reaction: reactants, conditions, products, and yield Starting materials: CN(C)C=O, O=C(O)c1cc2c(-c3ccncc3)nccc2[nH]c1=O, O. Yields the product O=c1ccc2c(-c3ccncc3)nccc2[nH]1. As a reaction SMILES: [CH3:22][N:23]([CH3:24])[CH:25]=[O:26].[O:2]=[c:3]1[nH:4][c:5]2[cH:6][cH:7][n:8][c:9](-[c:16]3[cH:17][cH:18][n:19][cH:20][cH:21]3)[c:10]2[cH:11][c:12]1[C:13]([OH:14])=[O:15].[OH2:1]>>[O:2]=[c:3]1[nH:4][c:5]2[cH:6][cH:7][n:8][c:9](-[c:16]3[cH:17][cH:18][n:19][cH:20][cH:21]3)[c:10]2[cH:11][cH:12]1.